This data is from the Open Reaction Database (ORD), a public repository of structured organic reaction records. The task is: describe an organic reaction: reactants, conditions, products, and yield Starting materials: C1(=CC=CC=C1)C(C1=CC=CC=C1)=NC1=CC=C(C=N1)C1CN(C1)C(=O)OC(C)(C)C (tert-Butyl 3-(6-(Diphenylmethyleneamino)pyridin-3-yl)azetidine-1-carboxylate), NO (hydroxylamine), O (water). Solvent: CO (methanol). Run at time 4 hour. Product: NC1=CC=C(C=N1)C1CN(C1)C(=O)OC(C)(C)C (tert-Butyl 3-(6-Aminopyridin-3-yl)azetidine-1-carboxylate). The yield is 86.2%. Reaction SMILES: C1(C(=[N:14][C:15]2[N:20]=[CH:19][C:18]([CH:21]3[CH2:24][N:23]([C:25]([O:27][C:28]([CH3:31])([CH3:30])[CH3:29])=[O:26])[CH2:22]3)=[CH:17][CH:16]=2)C2C=CC=CC=2)C=CC=CC=1.NO.O>CO>[NH2:14][C:15]1[N:20]=[CH:19][C:18]([CH:21]2[CH2:22][N:23]([C:25]([O:27][C:28]([CH3:31])([CH3:30])[CH3:29])=[O:26])[CH2:24]2)=[CH:17][CH:16]=1. Reported procedure: A 250-mL round-bottomed flask equipped with a magnetic stirrer was charged with 117b (2.44 g, 5.91 mmol), methanol (80 mL), 50% hydroxylamine in water (390 mg, 11.8 mmol) and the reaction was stirred at room temperature for 4 h. After this time, the reaction mixture was concentrated, and the resulting residue was purified by column chromatography to afford an 86% yield (1.27 g) of 117c as a yellow solid: mp 103-104° C.; 1H NMR (500 MHz, CDCl3) δ 7.94 (d, 1H, J=2.0 Hz), 7.49 (dd, 1H, J=8.5, 2.5 H... The reactants are C(#N)CCN1CCNCC1 (1-(2-cyanoethyl)piperazine), C(C)(=O)O (acetic acid), C(C)(=O)O[BH-](OC(C)=O)OC(C)=O.[Na+] (sodium triacetoxyborohydride), C([O-])([O-])=O.[Na+].[Na+] (sodium carbonate), ClC1=C2CNC(C2=C(C=C1)C=1N(C2=CC=C(C=C2C1)C=O)C(=O)OC(C)(C)C)=O (4-chloro-7-[1-(tert-butoxycarbonyl)-5-formylindol-2-yl]isoindolinone). Solvent: O (water), C(C)#N (acetonitrile). Yields the product ClC1=C2CNC(C2=C(C=C1)C=1N(C2=CC=C(C=C2C1)CN1CCN(CC1)CCC#N)C(=O)OC(C)(C)C)=O (4-chloro-7-{1-(tert-butoxycarbonyl)-5-[4-(2-cyanoethyl)piperazin-1-ylmethyl]indol-2-yl}isoindolinone). The yield is 99.9%. RXN SMILES: [Cl:1][C:2]1[CH:10]=[CH:9][C:8]([C:11]2[N:12]([C:22]([O:24][C:25]([CH3:28])([CH3:27])[CH3:26])=[O:23])[C:13]3[C:18]([CH:19]=2)=[CH:17][C:16]([CH:20]=O)=[CH:15][CH:14]=3)=[C:7]2[C:3]=1[CH2:4][NH:5][C:6]2=[O:29].[C:30]([CH2:32][CH2:33][N:34]1[CH2:39][CH2:38][NH:37][CH2:36][CH2:35]1)#[N:31].C(O)(=O)C.C(O[BH-](OC(=O)C)OC(=O)C)(=O)C.[Na+].C(=O)([O-])[O-].[Na+].[Na+]>C(#N)C.O>[Cl:1][C:2]1[CH:10]=[CH:9][C:8]([C:11]2[N:12]([C:22]([O:24][C:25]([CH3:27])([CH3:26])[CH3:28])=[O:23])[C:13]3[C:18]([CH:19]=2)=[CH:17][C:16]([CH2:20][N:37]2[CH2:38][CH2:39][N:34]([CH2:33][CH2:32][C:30]#[N:31])[CH2:35][CH2:36]2)=[CH:15][CH:14]=3)=[C:7]2[C:3]=1[CH2:4][NH:5][C:6]2=[O:29] |f:3.4,5.6.7|. Procedure: In a similar manner to Step 2 of Example 6, 4-chloro-7-[1-(tert-butoxycarbonyl)-5-formylindol-2-yl]isoindolinone (40.8 mg, 0.0993 mmol) was dissolved in acetonitrile (2 mL), and the solution was treated with 1-(2-cyanoethyl)piperazine (59.8 mg, 0.430 mmol), acetic acid (0.115 mL, 2.01 mmol) and sodium triacetoxyborohydride (74.3 mg, 0.351 mmol). The reaction mixture was added with water and sodium carbonate to adjust the pH to 9. The mixture was extracted with ethyl acetate. The organic layer wa... Reactants: C(C)N1N=C(C(=C1C)C1=CC=NC=C1)CC (1,3-diethyl-4-(4-pyridyl)-5-methylpyrazole), C(C1=CC=CC=C1)Br (benzyl bromide), [BH4-].[Na+] (sodium borohydride). Run in CO (MeOH). Reaction conditions: temperature 0 celsius, time 30 minute. Yields the product C(C1=CC=CC=C1)N1CCC(=CC1)C=1C(=NN(C1C)CC)CC (1-Benzyl-4-(1,3-diethyl-5-methyl-pyrazol-4-yl)-1,2,3,6-tetrahydropyridine). RXN SMILES: [CH2:1]([N:3]1[C:7]([CH3:8])=[C:6]([C:9]2[CH:14]=[CH:13][N:12]=[CH:11][CH:10]=2)[C:5]([CH2:15][CH3:16])=[N:4]1)[CH3:2].[CH2:17](Br)[C:18]1[CH:23]=[CH:22][CH:21]=[CH:20][CH:19]=1.[BH4-].[Na+]>CO>[CH2:17]([N:12]1[CH2:13][CH:14]=[C:9]([C:6]2[C:5]([CH2:15][CH3:16])=[N:4][N:3]([CH2:1][CH3:2])[C:7]=2[CH3:8])[CH2:10][CH2:11]1)[C:18]1[CH:23]=[CH:22][CH:21]=[CH:20][CH:19]=1 |f:2.3|. Procedure details: A solution of 7.55 g (35.0 mmol) of 1,3-diethyl-4-(4-pyridyl)-5-methylpyrazole (from Step E) and 4.20 mL (35.0 mmol) of benzyl bromide in 50 mL of MeOH was heated at reflux for 30 min. The mixture was cooled to 0° C. and treated with 2.65 g (70.0 mmol) of sodium borohydride in portions so as to maintain the internal at ˜0° C. The resulting mixture was stirred cold for 30 min, then concentrated. The residue was partitioned between 300 mL of CH2Cl2 and 150 mL of 1.0 N NaOH and the layers were sepa... Reactants: N1N=C(N=C1)C(=O)N (1,2,4-triazole-3-carboxamide), [C@@H]1([C@H](O)[C@H](O)[C@@H](CO)O1)N1C=NC=2C(=O)NC(N)=NC12 (guanosine), [C@@H]1([C@H](O)[C@H](O)[C@@H](CO)O1)N1C=NC=2C(=O)NC(N)=NC12 (guanosine), [OH-].[K+] (Potassium hydroxide), N1N=C(N=C1)C(=O)N (1,2,4-triazole-3-carboxamide), [OH-].[K+] (potassium hydroxide), two. Yields the product C1=NC(=NN1[C@H]2[C@@H]([C@@H]([C@H](O2)CO)O)O)C(=O)N (Ribavirin). RXN SMILES: [C@@H:1]1([N:10]2C3N=C(N)[NH:16][C:14](=[O:15])[C:13]=3[N:12]=[CH:11]2)[O:9][C@H:6]([CH2:7][OH:8])[C@@H:4]([OH:5])[C@H:2]1[OH:3].[NH:21]1C=NC(C(N)=O)=N1.[OH-].[K+]>>[CH:11]1[N:10]([C@@H:1]2[O:9][C@H:6]([CH2:7][OH:8])[C@@H:4]([OH:5])[C@H:2]2[OH:3])[N:21]=[C:13]([C:14]([NH2:16])=[O:15])[N:12]=1 |f:2.3|. Reported procedure: Bioconversion media were prepared as in Example 1, except the initial amounts of guanosine and 1,2,4-triazole-3-carboxamide were 40 millimoles. The initial pH of each flask was adjusted to pH 7.2 with potassium hydroxide. The bioconversions were initiated as in Example 1, except that the temperature was 70° C. The cells were added promptly as the temperature reached 70° C. to avoid gelling of the bioconversion mixture. Forty millimole additions of both guanosine and 1,2,4-triazole-3-carboxamide ... Starting materials: ClCCl (dichloromethane), ClC1=NN=C(C2=CC=CC=C12)Cl (1,4-dichlorophthalazine), C[C@H]1NCCNC1 ((R)-2-methylpiperazine), C(C)(=O)OCC (ethyl acetate). Run in C(C)C(=O)C (methyl ethyl ketone). Conditions: time 2 day. Product: ClC1=NN=C(C2=CC=CC=C12)N1C[C@@H](NCC1)C ((S)-1-chloro-4-(3-methylpiperazin-1-yl)phthalazine). Reaction SMILES: Cl[C:2]1[C:11]2[C:6](=[CH:7][CH:8]=[CH:9][CH:10]=2)[C:5]([Cl:12])=[N:4][N:3]=1.[CH3:13][C@@H:14]1[CH2:19][NH:18][CH2:17][CH2:16][NH:15]1.C(OCC)(=O)C.ClCCl>C(C(C)=O)C>[Cl:12][C:5]1[C:6]2[C:11](=[CH:10][CH:9]=[CH:8][CH:7]=2)[C:2]([N:18]2[CH2:17][CH2:16][NH:15][C@@H:14]([CH3:13])[CH2:19]2)=[N:3][N:4]=1. Procedure details: 1,4-dichlorophthalazine (5.00 g, 25.1 mmol) and (R)-2-methylpiperazine (6.29 g, 62.8 mmol) were dissolved in methyl ethyl ketone (80 mL) and stirred at rt for 2 days. The reaction was added to ethyl acetate (350 mL) and washed once with aqueous K2CO3 (10%), once with water, and once with saturated sodium chloride. The organic phase was dried (MgSO4) and evaporated to give an orange oil. Chromatography over silica gel with a gradient of dichloromethane/0-5% methanol gave a pale yellow solid. MS (...